Dataset: the Open Reaction Database (ORD), a public repository of structured organic reaction records. Task: describe an organic reaction: reactants, conditions, products, and yield Reactants: BrC1=NN(C2=CC=C(C=C12)C1=C(C=CC=C1F)F)C1OCCCC1 (3-bromo-5-(2,6-difluorophenyl)-1-(tetrahydro-2H-pyran-2-yl)-1H-indazole), CC1(OB(OC1(C)C)C=1C=C(C=NC1)N1CCC(CC1)NC(OC(C)(C)C)=O)C (tert-butyl 1-(5-(4,4,5,5-tetramethyl-1,3,2-dioxaborolan-2-yl)pyridin-3-yl)piperidin-4-ylcarbamate), C(=O)([O-])[O-].[Na+].[Na+] (Na2CO3). The reagents and catalysts are [Pd+2].ClC1=C([C-](C=C1)P(C1=CC=CC=C1)C1=CC=CC=C1)Cl.[C-]1(C=CC=C1)P(C1=CC=CC=C1)C1=CC=CC=C1.[Fe+2] (dichloro 1,1′-bis(diphenylphosphino) ferrocene palladium (II)). The solvent is O1CCOCC1 (dioxane). Conditions: temperature 135 celsius. Yields the product FC1=C(C(=CC=C1)F)C=1C=C2C(=NN(C2=CC1)C1OCCCC1)C=1C=C(C=NC1)N1CCC(CC1)NC(OC(C)(C)C)=O (tert-butyl 1-(5-(5-(2,6-difluorophenyl)-1-(tetrahydro-2H-pyran-2-yl)-1H-indazol-3-yl)pyridin-3-yl)piperidin-4-ylcarbamate). Yield: 88.9%. Reaction SMILES: Br[C:2]1[C:10]2[C:5](=[CH:6][CH:7]=[C:8]([C:11]3[C:16]([F:17])=[CH:15][CH:14]=[CH:13][C:12]=3[F:18])[CH:9]=2)[N:4]([CH:19]2[CH2:24][CH2:23][CH2:22][CH2:21][O:20]2)[N:3]=1.CC1(C)C(C)(C)OB([C:33]2[CH:34]=[C:35]([N:39]3[CH2:44][CH2:43][CH:42]([NH:45][C:46](=[O:52])[O:47][C:48]([CH3:51])([CH3:50])[CH3:49])[CH2:41][CH2:40]3)[CH:36]=[N:37][CH:38]=2)O1.C([O-])([O-])=O.[Na+].[Na+]>O1CCOCC1.[Pd+2].ClC1C=C[C-](P(C2C=CC=CC=2)C2C=CC=CC=2)C=1Cl.[C-]1(P(C2C=CC=CC=2)C2C=CC=CC=2)C=CC=C1.[Fe+2]>[F:18][C:12]1[CH:13]=[CH:14][CH:15]=[C:16]([F:17])[C:11]=1[C:8]1[CH:9]=[C:10]2[C:5](=[CH:6][CH:7]=1)[N:4]([CH:19]1[CH2:24][CH2:23][CH2:22][CH2:21][O:20]1)[N:3]=[C:2]2[C:33]1[CH:34]=[C:35]([N:39]2[CH2:40][CH2:41][CH:42]([NH:45][C:46](=[O:52])[O:47][C:48]([CH3:50])([CH3:49])[CH3:51])[CH2:43][CH2:44]2)[CH:36]=[N:37][CH:38]=1 |f:2.3.4,6.7.8.9|. Reported procedure: A mixture of 3-bromo-5-(2,6-difluorophenyl)-1-(tetrahydro-2H-pyran-2-yl)-1H-indazole (90 mg, 0.229 mmol), tert-butyl 1-(5-(4,4,5,5-tetramethyl-1,3,2-dioxaborolan-2-yl)pyridin-3-yl)piperidin-4-ylcarbamate (115 mg, 0.286 mmol), Na2CO3, 2.0 M (0.229 mL, 0.458 mmol) and dichloro 1,1′-bis(diphenylphosphino) ferrocene palladium (II) (18.69 mg, 0.023 mmol, Strem) in dioxane (3 mL) was capped, degassed and backfilled with argon. The reaction was heated to 135° C. in a microwave for 45 min. The reaction ... The reactants are Cl.C1(=CC=CC=C1)S(=O)(=O)C1=CNC2=C(C=CC=C12)N1CCNCC1 (3-benzenesulfonyl-7-piperazin-1-yl-1H-indole hydrochloride), C=O (formaldehyde). Reagents/catalysts: [Pd] (Pd-C). Solvent: C(C)O (ethanol). Product: C1(=CC=CC=C1)S(=O)(=O)C1=CNC2=C(C=CC=C12)N1CCN(CC1)C (3-benzenesulfonyl-7-(4-methyl-piperazin-1-yl)-1H-indole). Reaction SMILES: Cl.[C:2]1([S:8]([C:11]2[C:19]3[C:14](=[C:15]([N:20]4[CH2:25][CH2:24][NH:23][CH2:22][CH2:21]4)[CH:16]=[CH:17][CH:18]=3)[NH:13][CH:12]=2)(=[O:10])=[O:9])[CH:7]=[CH:6][CH:5]=[CH:4][CH:3]=1.[CH2:26]=O>C(O)C.[Pd]>[C:2]1([S:8]([C:11]2[C:19]3[C:14](=[C:15]([N:20]4[CH2:25][CH2:24][N:23]([CH3:26])[CH2:22][CH2:21]4)[CH:16]=[CH:17][CH:18]=3)[NH:13][CH:12]=2)(=[O:9])=[O:10])[CH:3]=[CH:4][CH:5]=[CH:6][CH:7]=1 |f:0.1|. Procedure details: A solution of 3-benzenesulfonyl-7-piperazin-1-yl-1H-indole (101) (500 mg, 1.46 mmol) and 1 mL of 37% aqueous formaldehyde in 25 mL of ethanol was hydrogenated at atmospheric pressure in the presence of 250 mg of 10% Pd-C for 30 min. The mixture was filtered, diluted with water and extracted with ethyl acetate. The ethyl acetate was washed with water and brine, dried, and evaporated to yield the crude free base of 3-benzenesulfonyl-7-(4-methyl-piperazin-1-yl)-1H-indole. The hydrochloride salt was... Reactants: CC(=O)OC(C)=O, CCOC(C)=O, [K+], [K+], CCc1cccc(CC)c1-c1nc(C)c(CN(C)C2CCCc3ccccc32)c(N2CCC(O)(CN)CC2)n1, [Na+], O=C([O-])[O-], O=C([O-])O. The product is CCc1cccc(CC)c1-c1nc(C)c(CN(C)C2CCCc3ccccc32)c(N2CCC(O)(CNC(C)=O)CC2)n1. As a reaction SMILES: [CH3:46][C:47](=[O:48])[O:49][C:50](=[O:51])[CH3:52].[CH3:58][CH2:59][O:60][C:61]([CH3:62])=[O:63].[K+:40].[K+:41].[NH2:1][CH2:2][C:3]1([OH:39])[CH2:4][CH2:5][N:6]([c:9]2[n:10][c:11](-[c:29]3[c:30]([CH2:37][CH3:38])[cH:31][cH:32][cH:33][c:34]3[CH2:35][CH3:36])[n:12][c:13]([CH3:28])[c:14]2[CH2:15][N:16]([CH:17]2[CH2:18][CH2:19][CH2:20][c:21]3[cH:22][cH:23][cH:24][cH:25][c:26]32)[CH3:27])[CH2:7][CH2:8]1.[Na+:57].[O-:42][C:43]([O-:44])=[O:45].[O-:53][C:54]([OH:55])=[O:56]>>[NH:1]([CH2:2][C:3]1([OH:39])[CH2:4][CH2:5][N:6]([c:9]2[n:10][c:11](-[c:29]3[c:30]([CH2:37][CH3:38])[cH:31][cH:32][cH:33][c:34]3[CH2:35][CH3:36])[n:12][c:13]([CH3:28])[c:14]2[CH2:15][N:16]([CH:17]2[CH2:18][CH2:19][CH2:20][c:21]3[cH:22][cH:23][cH:24][cH:25][c:26]32)[CH3:27])[CH2:7][CH2:8]1)[C:47]([CH3:46])=[O:48]. The reactants are CC(C)(C)OC(=O)NCc1ccc(Br)cc1, CC(C)CC(C(=O)NCC#N)c1cccc(B2OC(C)(C)C(C)(C)O2)c1, O=C([O-])O, Cl[Pd]Cl, [Na+], CN(C)C=O, O. Product: CC(C)CC(C(=O)NCC#N)c1cccc(-c2ccc(CNC(=O)OC(C)(C)C)cc2)c1. Reaction SMILES: [Br:27][c:28]1[cH:29][cH:30][c:31]([CH2:32][NH:33][C:34]([O:35][C:36]([CH3:37])([CH3:38])[CH3:39])=[O:40])[cH:41][cH:42]1.[C:1](#[N:2])[CH2:3][NH:4][C:5]([CH:6]([CH2:7][CH:8]([CH3:9])[CH3:10])[c:11]1[cH:12][c:13]([B:17]2[O:18][C:19]([CH3:20])([CH3:21])[C:22]([CH3:23])([CH3:24])[O:25]2)[cH:14][cH:15][cH:16]1)=[O:26].[C:43](=[O:44])([OH:45])[O-:46].[Cl:54][Pd:55][Cl:56].[Na+:47].[O:48]=[CH:49][N:50]([CH3:51])[CH3:52].[OH2:53]>>[C:1](#[N:2])[CH2:3][NH:4][C:5]([CH:6]([CH2:7][CH:8]([CH3:9])[CH3:10])[c:11]1[cH:12][c:13](-[c:28]2[cH:29][cH:30][c:31]([CH2:32][NH:33][C:34]([O:35][C:36]([CH3:37])([CH3:38])[CH3:39])=[O:40])[cH:41][cH:42]2)[cH:14][cH:15][cH:16]1)=[O:26]. Starting materials: C1(=CC=CC=C1)S(=O)(=O)N1C=C2C=3C(CC(C3CC(C=C2)=O)N(C)C)=C1 ((2-Benzenesulfonyl-2,7,8,9-tetrahydro-6-oxo-2-aza-benzo[cd]azulen-8-yl)dimethylamine), O1CCCC1 (tetrahydrofuran), II (iodine), O1CCCC1 (tetrahydrofuran), [Li]CCCC (n-BuLi), C(C)(C)NC(C)C (diisopropylamine), O1CCCC1 (tetrahydrofuran). Conditions: time 2 hour. The product is [Li+].CC(C)[N-]C(C)C (LDA), C1(=CC=CC=C1)S(=O)(=O)N1C=C2C=3C(CC(C3COC=C2)N(C)C)=C1I ((2-Benzenesulfonyl-1-iodo-2,7,8,9-tetrahydro-6-oxa-2-azabenzo[cd]azulen-8-yl)dimethylamine). RXN SMILES: [Li:1]CCCC.[CH:6]([NH:9][CH:10]([CH3:12])[CH3:11])([CH3:8])[CH3:7].[C:13]1([S:19]([N:22]2[CH:38]=[C:26]3[CH2:27][CH:28]([N:35]([CH3:37])[CH3:36])[C:29]4[CH2:30]C(=O)C=[CH:33][C:24]([C:25]=43)=[CH:23]2)(=[O:21])=[O:20])[CH:18]=[CH:17][CH:16]=[CH:15][CH:14]=1.[I:39]I.[O:41]1[CH2:45]CCC1>>[Li+:1].[CH3:7][CH:6]([N-:9][CH:10]([CH3:12])[CH3:11])[CH3:8].[C:13]1([S:19]([N:22]2[C:38]([I:39])=[C:26]3[CH2:27][CH:28]([N:35]([CH3:36])[CH3:37])[C:29]4[CH2:30][O:41][CH:45]=[CH:33][C:24]([C:25]=43)=[CH:23]2)(=[O:21])=[O:20])[CH:18]=[CH:17][CH:16]=[CH:15][CH:14]=1 |f:5.6|. Procedure: LDA was prepared by addition of n-BuLi (1.56 mol/l hexane solution) 1.08 ml to a solution of diisopropylamine 255 μl in dry tetrahydrofuran 3 ml at −70° C. Then, a solution of compound (20-1) 500 mg in dry tetrahydrofuran 2 ml was added at that temperature to the mixture, which was stirred for 2 h. Then, a solution of iodine 426 mg in dry tetrahydrofuran 2 ml was added and the mixture was stirred for 2 h. Ice was added to the reaction mixtures, which was extracted with chloroform. The extracts w...